Task: describe an organic reaction: reactants, conditions, products, and yield. Dataset: the Open Reaction Database (ORD), a public repository of structured organic reaction records The reactants are NC=1SC=NN1 (2-amino-1,3,4-thiadiazole), COC(=O)C#CC(=O)OC (acetylene dicarboxylic acid dimethyl ester). The solvent is O1CCCC1 (tetrahydrofuran). Reaction conditions: time 3 day. The product is COC(=O)C1=CC(N=C2N1N=CS2)=O (7H-1,3,4-thiadiazolo-[3,2-a]-pyrimidin-7-one-5-carboxylic acid methyl ester). RXN SMILES: [NH2:1][C:2]1[S:3][CH:4]=[N:5][N:6]=1.[CH3:7][O:8][C:9]([C:11]#[C:12][C:13](OC)=[O:14])=[O:10]>O1CCCC1>[CH3:7][O:8][C:9]([C:11]1[N:6]2[N:5]=[CH:4][S:3][C:2]2=[N:1][C:13](=[O:14])[CH:12]=1)=[O:10]. Procedure: 100 ml of tetrahydrofuran are added to 10.1 g of 2-amino-1,3,4-thiadiazole, followed by the gradual introduction of 14.2 g of acetylene dicarboxylic acid dimethyl ester. The reaction mixture is left standing for 3 days, resulting in the formation of a clear, yellow colored solution. The solution thus formed is concentrated by evaporation in vacuo to dryness. Recrystallization of the residue from ethyl acetate gives 7H-1,3,4-thiadiazolo-[3,2-a]-pyrimidin-7-one-5-carboxylic acid methyl ester melti... Reactants: FC1=C(C(=CC=C1)F)C=1OCC(N1)C1=CC=C(C=C1)C=CC1=CC=CC=C1 (2-(2,6-difluorophenyl-)4-(4-(2-phenylethenyl)phenyl)oxazoline), I(=O)(=O)(=O)[O-].[Na+] (sodium metaperiodate), C(C)(=O)OCC (ethyl acetate). Reagents/catalysts: O.[Ru](Cl)(Cl)Cl (ruthenium trichloride hydrate). The solvent is C(C)#N.CC(=O)C.O (acetonitrile acetone water). The product is FC1=C(C(=CC=C1)F)C=1OCC(N1)C1=CC=C(C=C1)C=O (2-(2,6-Difluorophenyl)-4-(4-formylphenyl)oxazoline). Isolated yield 97.5%. As a reaction SMILES: [F:1][C:2]1[CH:7]=[CH:6][CH:5]=[C:4]([F:8])[C:3]=1[C:9]1[O:10][CH2:11][CH:12]([C:14]2[CH:19]=[CH:18][C:17]([CH:20]=CC3C=CC=CC=3)=[CH:16][CH:15]=2)[N:13]=1.I([O-])(=O)(=O)=[O:29].[Na+].C(OCC)(=O)C>C(#N)C.CC(C)=O.O.O.[Ru](Cl)(Cl)Cl>[F:1][C:2]1[CH:7]=[CH:6][CH:5]=[C:4]([F:8])[C:3]=1[C:9]1[O:10][CH2:11][CH:12]([C:14]2[CH:19]=[CH:18][C:17]([CH:20]=[O:29])=[CH:16][CH:15]=2)[N:13]=1 |f:1.2,4.5.6,7.8|. Procedure: At 0° C., 2-(2,6-difluorophenyl-)4-(4-(2-phenylethenyl)phenyl)oxazoline (7.22 g, 20 mmol) and sodium metaperiodate (8.55 g, 20 mmol) were suspended in acetonitrile/acetone/water (1:1:1, 180 ml), and a catalytic amount of ruthenium trichloride hydrate was added. Following extractive work-up with ethyl acetate and column chromatography, 5.6 g of the aldehyde were obtained as a viscous oil. Reactants: [Na] (sodium), [Na] (sodium), C(C1=CC=CC=C1)(Cl)Cl (benzal chloride), C=1(C(=CC=CC1)C)C (xylene), P(OCC)(OCC)[O-] (diethyl phosphite). Solvent: O1CCCC1 (tetrahydrofurane). Reaction conditions: temperature 62 celsius. Yields the product C1(=CC=CC=C1)C(P(O)(=O)O)P(O)(=O)O (phenyl methane diphosphonic acid). As a reaction SMILES: [Na].[C:2]1([CH3:9])[C:3](C)=[CH:4][CH:5]=[CH:6][CH:7]=1.[P:10]([O-:17])([O:14]CC)[O:11]CC.C(Cl)(Cl)C1C=CC=CC=1>O1CCCC1>[C:2]1([CH:9]([P:10]([OH:17])(=[O:11])[OH:14])[P:10]([OH:17])(=[O:14])[OH:11])[CH:3]=[CH:4][CH:5]=[CH:6][CH:7]=1 |^1:0|. Reported procedure: There were charged into the reaction vessel 23.0 grams (1.0 mole) of sodium metal along with 90 cc. of xylene and 80 cc. of tetrahydrofurane. The vessel was placed under a nitrogen blanket and 138.10 grams (1.0 mole) of diethyl phosphite added over a 35 minute period. An exothermic reaction ensued which was maintained at 62° C. by external cooling. After addition was complete the mixture was heated to 100° C. and held there until all of the sodium metal was gone. The mixture was cooled to 60° to... Reactants: O=C1OCCN1CCCl, [K+], [K+], O=[N+]([O-])c1ncc[nH]1, O=C([O-])[O-], CN(C)C=O. The product is O=C1OCCN1CCn1ccnc1[N+](=O)[O-]. RXN SMILES: [Cl:15][CH2:16][CH2:17][N:18]1[C:19](=[O:23])[O:20][CH2:21][CH2:22]1.[K+:10].[K+:9].[N+:1](=[O:2])([O-:3])[c:4]1[nH:5][cH:6][cH:7][n:8]1.[O-:11][C:12]([O-:13])=[O:14].[O:24]=[CH:25][N:26]([CH3:27])[CH3:28]>>[N+:1](=[O:2])([O-:3])[c:4]1[n:5]([CH2:16][CH2:17][N:18]2[C:19](=[O:23])[O:20][CH2:21][CH2:22]2)[cH:6][cH:7][n:8]1. Reactants: CCOC(=O)c1ccc(N)cc1, Cc1ccccc1, O=Cc1ccccc1, Cc1ccc(S(=O)(=O)O)cc1. Yields the product CCOC(=O)c1ccc(N=Cc2ccccc2)cc1. As a reaction SMILES: [CH2:1]([CH3:2])[O:3][C:4]([c:5]1[cH:6][cH:7][c:8]([NH2:11])[cH:9][cH:10]1)=[O:12].[CH3:32][c:33]1[cH:34][cH:35][cH:36][cH:37][cH:38]1.[CH:13](=[O:14])[c:15]1[cH:16][cH:17][cH:18][cH:19][cH:20]1.[c:21]1([CH3:22])[cH:23][cH:24][c:25]([S:26]([OH:27])(=[O:28])=[O:29])[cH:30][cH:31]1>>[CH2:1]([CH3:2])[O:3][C:4]([c:5]1[cH:6][cH:7][c:8]([N:11]=[CH:13][c:15]2[cH:16][cH:17][cH:18][cH:19][cH:20]2)[cH:9][cH:10]1)=[O:12]. Reactants: CC(C)(C)OC(=O)N1CC2CN(c3cncc(C(=O)NCCc4ccccc4)n3)CC2C1, ClCCl, O=C(O)C(F)(F)F. Product: O=C(NCCc1ccccc1)c1cncc(N2CC3CNCC3C2)n1, O=C(O)C(F)(F)F. Reaction SMILES: [CH2:1]([CH2:2][c:3]1[cH:4][cH:5][cH:6][cH:7][cH:8]1)[NH:9][C:10](=[O:11])[c:12]1[cH:13][n:14][cH:15][c:16]([N:18]2[CH2:19][CH:20]3[CH:21]([CH2:22]2)[CH2:23][N:24]([C:26]([O:27][C:28]([CH3:29])([CH3:30])[CH3:31])=[O:32])[CH2:25]3)[n:17]1.[Cl:40][CH2:41][Cl:42].[F:33][C:34]([C:35](=[O:36])[OH:37])([F:38])[F:39]>>[CH2:1]([CH2:2][c:3]1[cH:4][cH:5][cH:6][cH:7][cH:8]1)[NH:9][C:10](=[O:11])[c:12]1[cH:13][n:14][cH:15][c:16]([N:18]2[CH2:19][CH:20]3[CH:21]([CH2:22]2)[CH2:23][NH:24][CH2:25]3)[n:17]1.[F:33][C:34]([C:35](=[O:36])[OH:37])([F:38])[F:39]. Reactants: C(C1=CC=CC=C1)ON1C(CC12C(C(C(C=C2)=O)O)O)=O (rac-(4R,5S,6S)-1-benzyloxy-5,6-dihydroxy-1-azaspiro[3.5]nona-8-ene-2,7-dione), COC(C)(C)OC (2,2-dimethoxypropane), CC=1C=CC(=CC1)S(=O)(=O)O (p-TsOH), CC(=O)C (acetone). Run at time 18 hour. Yields the product C(C1=CC=CC=C1)ON1C(C2C13C(C(C(C=C3)=O)C)(C)OCO2)=O (1-benzyloxy-5,6-dimethylmethylendioxy-1-azaspiro[3.5]nona-8-ene-2,7-dione). The yield is 42.0%. Reaction SMILES: [CH2:1]([O:8][N:9]1[C:12]2([CH:17]=CC(=O)[CH:14](O)[CH:13]2[OH:20])[CH2:11][C:10]1=[O:21])[C:2]1[CH:7]=[CH:6][CH:5]=[CH:4][CH:3]=1.[CH3:22][O:23]C(OC)(C)C.[CH3:29]C1C=CC(S(O)(=O)=O)=CC=1.[CH3:40][C:41]([CH3:43])=[O:42]>>[CH2:1]([O:8][N:9]1[C:12]23[CH:17]=[CH:43][C:41](=[O:42])[CH:40]([CH3:29])[C:13]2([O:20][CH2:22][O:23][CH:11]3[C:10]1=[O:21])[CH3:14])[C:2]1[CH:3]=[CH:4][CH:5]=[CH:6][CH:7]=1. Procedure: To a stirred solution of rac-(4R,5S,6S)-1-benzyloxy-5,6-dihydroxy-1-azaspiro[3.5]nona-8-ene-2,7-dione (2) (109 mg, 0.377 mmol) and 2,2-dimethoxypropane (0.24 ml, 1.885 mmol) in dry acetone (0.75 ml) was added at room temperature catalytic amount of p-TsOH (1% mmol). The resulting mixture was stirred at room temperature for 18 h, then quenched with saturated aqueous Na2CO3 solution (1 ml) and extracted with AcOEt (3×2 ml). The combined organic extracts were washed with brine (3 ml), dried over Na... The reactants are C1CCOC1, COC(=O)c1cccc(O)c1C(=O)OC, OCc1cc(Cl)cc(Cl)c1, CC(C)OC(=O)N=NC(=O)OC(C)C, c1ccc(P(c2ccccc2)c2ccccc2)cc1. RXN SMILES: [CH2:59]1[O:60][CH2:61][CH2:62][CH2:63]1.[CH3:1][O:2][C:3]([c:4]1[c:5]([C:6](=[O:7])[O:8][CH3:9])[c:10]([OH:14])[cH:11][cH:12][cH:13]1)=[O:15].[Cl:16][c:17]1[cH:18][c:19]([CH2:24][OH:25])[cH:20][c:21]([Cl:23])[cH:22]1.[O:45]=[C:46]([O:47][CH:48]([CH3:49])[CH3:50])[N:51]=[N:52][C:53]([O:54][CH:55]([CH3:56])[CH3:57])=[O:58].[c:26]1([P:27]([c:28]2[cH:29][cH:30][cH:31][cH:32][cH:33]2)[c:34]2[cH:35][cH:36][cH:37][cH:38][cH:39]2)[cH:40][cH:41][cH:42][cH:43][cH:44]1>>[CH3:1][O:2][C:3]([c:4]1[c:5]([C:6](=[O:7])[O:8][CH3:9])[c:10]([O:14][CH2:24][c:19]2[cH:18][c:17]([Cl:16])[cH:22][c:21]([Cl:23])[cH:20]2)[cH:11][cH:12][cH:13]1)=[O:15]. Yields the product COC(=O)c1cccc(OCc2cc(Cl)cc(Cl)c2)c1C(=O)OC.